From a dataset of the Open Reaction Database (ORD), a public repository of structured organic reaction records. describe an organic reaction: reactants, conditions, products, and yield Reactants: O1C(CCCC1)N1N=C(C2=CC(=CC=C12)C1=NN(C=N1)C(C1=CC=CC=C1)(C1=CC=CC=C1)C1=CC=CC=C1)C=1C=C(C(=O)OC)C=CC1 (methyl 3-{1-perhydro-2H-pyran-2-yl-5-[1-(triphenylmethyl)(1,2,4-triazol-3-yl)]-1H-indazol-3-yl}benzoate), [OH-].[Li+] (lithium hydroxide), ON1N=NC2=C1C=CC=C2 (1-hydroxybenzotriazole), Cl.C(C)N=C=NCCCN(C)C (1-ethyl-(3-dimethylaminopropyl)carbodiimide hydrochloride), COCCN (2-methoxyethylamine). The solvent is C(C)(=O)OCC (ethyl acetate), C(C)(=O)OCC (ethyl acetate), O1CCOCC1 (dioxane), O1CCCC1 (tetrahydrofuran), O (water), Cl (hydrochloride). Run at temperature 50 celsius, time 8 hour. The product is N1N=C(N=C1)C=1C=C2C(=NNC2=CC1)C=1C=C(C=CC1)C(=O)NCCOC ([3-(5-(1H-1,2,4-Triazol-3-yl)1H-indazol-3-yl)phenyl]-N-(2-methoxyethyl)carboxamide). Isolated yield 9.0%. As a reaction SMILES: O1CCCCC1[N:7]1[C:15]2[C:10](=[CH:11][C:12]([C:16]3[N:20]=[CH:19][N:18](C(C4C=CC=CC=4)(C4C=CC=CC=4)C4C=CC=CC=4)[N:17]=3)=[CH:13][CH:14]=2)[C:9]([C:40]2[CH:41]=[C:42]([CH:47]=[CH:48][CH:49]=2)[C:43](OC)=[O:44])=[N:8]1.[OH-].[Li+].ON1C2C=CC=CC=2N=N1.Cl.C(N=C=NCCCN(C)C)C.[CH3:74][O:75][CH2:76][CH2:77][NH2:78]>O1CCCC1.O.C(OCC)(=O)C.Cl.O1CCOCC1>[NH:18]1[CH:19]=[N:20][C:16]([C:12]2[CH:11]=[C:10]3[C:15](=[CH:14][CH:13]=2)[NH:7][N:8]=[C:9]3[C:40]2[CH:41]=[C:42]([C:43]([NH:78][CH2:77][CH2:76][O:75][CH3:74])=[O:44])[CH:47]=[CH:48][CH:49]=2)=[N:17]1 |f:1.2,4.5|. Reported procedure: The title compound was prepared by dissolving methyl 3-{1-perhydro-2H-pyran-2-yl-5-[1-(triphenylmethyl)(1,2,4-triazol-3-yl)]-1H-indazol-3-yl}benzoate (0.403 g, 0.62 mmol) and lithium hydroxide (0.052 g, 2.17 mmol) in tetrahydrofuran (3 mL) and water (2 mL). This reaction mixture was heated to 50° C. reacted overnight. The reaction was monitored by thin layer chromatography (100% ethyl acetate). To this reaction, 1-hydroxybenzotriazole (0.256 g, 1.89 mmol), 1-ethyl-(3-dimethylaminopropyl)carbodii... The reactants are Br.COC=1C(=CC2=C(C(=NO2)C2CCNCC2)C1)OC (5,6-dimethoxy-3-(4-piperidyl)-1,2-benzisoxazole hydrobromide), C([O-])([O-])=O.[K+].[K+] (potassium carbonate), [I-].[K+] (potassium iodide), ClCCCC(C1=CC=C(C=C1)F)C1=CC=C(C=C1)F (4-chloro-1,1-bis(4-fluorophenyl)butane). Run in CN(C=O)C (dimethylformamide), O (water). Yields the product Br.COC=1C(=CC2=C(C(=NO2)C2CCN(CC2)CCCC(C2=CC=C(C=C2)F)C2=CC=C(C=C2)F)C1)OC (5,6-Dimethoxy-3-{1-[4,4-bis(4-fluorophenyl)-1-butyl]-4-piperidyl}-1,2-benzisoxazole hydrobromide). The yield is 49.4%. RXN SMILES: [BrH:1].[CH3:2][O:3][C:4]1[C:5]([O:19][CH3:20])=[CH:6][C:7]2[O:11][N:10]=[C:9]([CH:12]3[CH2:17][CH2:16][NH:15][CH2:14][CH2:13]3)[C:8]=2[CH:18]=1.C(=O)([O-])[O-].[K+].[K+].[I-].[K+].Cl[CH2:30][CH2:31][CH2:32][CH:33]([C:41]1[CH:46]=[CH:45][C:44]([F:47])=[CH:43][CH:42]=1)[C:34]1[CH:39]=[CH:38][C:37]([F:40])=[CH:36][CH:35]=1>O.CN(C)C=O>[BrH:1].[CH3:2][O:3][C:4]1[C:5]([O:19][CH3:20])=[CH:6][C:7]2[O:11][N:10]=[C:9]([CH:12]3[CH2:13][CH2:14][N:15]([CH2:30][CH2:31][CH2:32][CH:33]([C:34]4[CH:35]=[CH:36][C:37]([F:40])=[CH:38][CH:39]=4)[C:41]4[CH:46]=[CH:45][C:44]([F:47])=[CH:43][CH:42]=4)[CH2:16][CH2:17]3)[C:8]=2[CH:18]=1 |f:0.1,2.3.4,5.6,10.11|. Procedure: A stirred mixture of 2.60 g of 5,6-dimethoxy-3-(4-piperidyl)-1,2-benzisoxazole hydrobromide, 3.30 g of potassium carbonate, 0.25 g of potassium iodide, 2.20 g of 4-chloro-1,1-bis(4-fluorophenyl)butane and 75 ml of dimethylformamide was heated to 90° for 8 hrs and overnight at ambient temperature. The reaction mixture was poured into 500 ml of water and was extracted with ether, dried over anhydrous magnesium sulfate and the solvent was removed in vacuo to yield an oil. The oil was purified by fi... Reactants: FC=1C=C(C=CC1)C(C)O (1-(3-fluoro-phenyl)-ethanol), [N+](=O)([O-])C1=CC=C(C=C1)O (4-nitrophenol). The product is FC1=CC(=CC=C1)C(C)OC1=CC=C(C=C1)[N+](=O)[O-] (1-Fluoro-3-(1-(4-nitrophenoxy)-ethyl)-benzene). The yield is 77.0%. RXN SMILES: [F:1][C:2]1[CH:3]=[C:4]([CH:8]([OH:10])[CH3:9])[CH:5]=[CH:6][CH:7]=1.[N+:11]([C:14]1[CH:19]=[CH:18][C:17](O)=[CH:16][CH:15]=1)([O-:13])=[O:12]>>[F:1][C:2]1[CH:7]=[CH:6][CH:5]=[C:4]([CH:8]([O:10][C:17]2[CH:18]=[CH:19][C:14]([N+:11]([O-:13])=[O:12])=[CH:15][CH:16]=2)[CH3:9])[CH:3]=1. Procedure details: Prepared in analogy to example 16a) from 1-(3-fluoro-phenyl)-ethanol (Balasubramanian et al., Synth. Commun., 1994, 24 (8), 1049) and 4-nitrophenol. Yellow oil. Yield=77%. MS: m/e=261.2 (M+). The reactants are CC(=O)O, CC(C)c1csc(N)n1, ClCCl, ClI. Product: CC(C)c1nc(N)sc1I. Reaction SMILES: [CH3:10][C:11](=[O:12])[OH:13].[CH:1]([CH3:2])([CH3:3])[c:4]1[n:5][c:6]([NH2:9])[s:7][cH:8]1.[Cl:16][CH2:17][Cl:18].[I:14][Cl:15]>>[CH:1]([CH3:2])([CH3:3])[c:4]1[n:5][c:6]([NH2:9])[s:7][c:8]1[I:14].